The task is: describe an organic reaction: reactants, conditions, products, and yield. This data is from the Open Reaction Database (ORD), a public repository of structured organic reaction records. Reactants: Cc1c(Br)cc2c(c1C)OC(C)(C)C2=O, CC(=O)[O-], CC(=O)[O-], CC(C)(C)[O-], CCOC(C)=O, Cc1ccccc1, NCc1ccccc1, [Na+], O, [Pd+2], c1ccc(P(c2ccccc2)c2ccc3ccccc3c2-c2c(P(c3ccccc3)c3ccccc3)ccc3ccccc23)cc1. The product is Cc1c(NCc2ccccc2)cc2c(c1C)OC(C)(C)C2=O. As a reaction SMILES: [Br:7][c:8]1[c:9]([CH3:21])[c:10]([CH3:20])[c:11]2[c:12]([cH:19]1)[C:13](=[O:18])[C:14]([CH3:16])([CH3:17])[O:15]2.[C:76]([O-:77])(=[O:78])[CH3:79].[C:81]([O-:82])(=[O:83])[CH3:84].[CH3:1][C:2]([CH3:3])([O-:4])[CH3:5].[CH3:85][CH2:86][O:87][C:88](=[O:89])[CH3:90].[CH3:92][c:93]1[cH:94][cH:95][cH:96][cH:97][cH:98]1.[NH2:22][CH2:23][c:24]1[cH:25][cH:26][cH:27][cH:28][cH:29]1.[Na+:6].[OH2:91].[Pd+2:80].[cH:30]1[cH:31][cH:32][c:33]([P:34]([c:35]2[cH:36][cH:37][c:38]3[c:39]([cH:40][cH:41][cH:42][cH:43]3)[c:44]2-[c:45]2[c:46]3[c:47]([cH:48][cH:49][cH:50][cH:51]3)[cH:52][cH:53][c:54]2[P:55]([c:56]2[cH:57][cH:58][cH:59][cH:60][cH:61]2)[c:62]2[cH:63][cH:64][cH:65][cH:66][cH:67]2)[c:68]2[cH:69][cH:70][cH:71][cH:72][cH:73]2)[cH:74][cH:75]1>>[c:8]1([NH:22][CH2:23][c:24]2[cH:25][cH:26][cH:27][cH:28][cH:29]2)[c:9]([CH3:21])[c:10]([CH3:20])[c:11]2[c:12]([cH:19]1)[C:13](=[O:18])[C:14]([CH3:16])([CH3:17])[O:15]2.